describe an organic reaction: reactants, conditions, products, and yield From a dataset of the Open Reaction Database (ORD), a public repository of structured organic reaction records. The reactants are ClC(Cl)(Cl)Cl, O=C1CCC(=O)N1Cl, Sc1ccccc1Cl. Yields the product ClSc1ccccc1Cl. As a reaction SMILES: [C:17]([Cl:18])([Cl:19])([Cl:20])[Cl:21].[Cl:1][N:2]1[C:3](=[O:4])[CH2:5][CH2:6][C:7]1=[O:8].[Cl:9][c:10]1[c:11]([SH:16])[cH:12][cH:13][cH:14][cH:15]1>>[Cl:1][S:16][c:11]1[c:10]([Cl:9])[cH:15][cH:14][cH:13][cH:12]1. Reactants: F[C@H]1C[C@@H](O[C@@H]1CO)N1C(=O)NC(=O)C=C1 (2',3'-dideoxy-3'-fluorouridine), C1(=CC=C(C=C1)C(=O)Cl)C (p-toluoyl chloride). Run in N1=CC=CC=C1 (pyridine). Conditions: temperature 50 celsius, time 1.5 hour. Product: F[C@H]1C[C@@H](O[C@@H]1COC(=O)C1=CC=C(C=C1)C)N1C(=O)NC(=O)C=C1 (2',3'-Dideoxy-3'-fluoro-5'-O-p-toluoyluridine). As a reaction SMILES: [F:1][C@@H:2]1[C@@H:6]([CH2:7][OH:8])[O:5][C@@H:4]([N:9]2[CH:16]=[CH:15][C:13](=[O:14])[NH:12][C:10]2=[O:11])[CH2:3]1.[C:17]1([CH3:26])[CH:22]=[CH:21][C:20]([C:23](Cl)=[O:24])=[CH:19][CH:18]=1>N1C=CC=CC=1>[F:1][C@@H:2]1[C@@H:6]([CH2:7][O:8][C:23]([C:20]2[CH:21]=[CH:22][C:17]([CH3:26])=[CH:18][CH:19]=2)=[O:24])[O:5][C@@H:4]([N:9]2[CH:16]=[CH:15][C:13](=[O:14])[NH:12][C:10]2=[O:11])[CH2:3]1. Procedure details: To a stirred solution of 2',3'-dideoxy-3'-fluorouridine (1 g, 4.34 mmoles) in dry pyridine (25 ml) at 0° C. was slowly added freshly distilled p-toluoyl chloride (0.63 ml, 4.78 mmoles). After the addition was complete, the mixture was stirred at 50° C. for 1.5 hrs., cooled and the solvent removed under reduced pressure. The residue was dissolved in chloroform (35 ml) and the solution extracted with 1M sulphuric acid (2×20 ml), water (2×30 ml) and dried (sodium sulphate). Evaporation of the solve...